Dataset: the Open Reaction Database (ORD), a public repository of structured organic reaction records. Task: describe an organic reaction: reactants, conditions, products, and yield Reactants: BrC=1C=C(C=2C=NN(C2C1)C(C)C)C(=O)NCC=1C(NC(=CC1C)C)=O (6-bromo-N-[(4,6-dimethyl-2-oxo-1,2-dihydro-3-pyridinyl)methyl]-1-(1-methylethyl)-1H-indazole-4-carboxamide), N1=CC(=CC=C1)B(O)O (3-pyridinylboronic acid), C([O-])(O)=O.[Na+] (Sodium bicarbonate). Reagents/catalysts: C1=CC=C(C=C1)P([C-]2C=CC=C2)C3=CC=CC=C3.C1=CC=C(C=C1)P([C-]2C=CC=C2)C3=CC=CC=C3.Cl[Pd]Cl.[Fe+2].C(Cl)Cl (PdCl2(dppf) CH2Cl2). Run in COCCOC.O (DME water). Run at temperature 120 celsius. Yields the product CC1=C(C(NC(=C1)C)=O)CNC(=O)C=1C=2C=NN(C2C=C(C1)C=1C=NC=CC1)C(C)C (N-[(4,6-Dimethyl-2-oxo-1,2-dihydro-3-pyridinyl)methyl]-1-(1-methylethyl)-6-(3-pyridinyl)-1H-indazole-4-carboxamide). Isolated yield 61.4%. As a reaction SMILES: Br[C:2]1[CH:3]=[C:4]([C:14]([NH:16][CH2:17][C:18]2[C:19](=[O:26])[NH:20][C:21]([CH3:25])=[CH:22][C:23]=2[CH3:24])=[O:15])[C:5]2[CH:6]=[N:7][N:8]([CH:11]([CH3:13])[CH3:12])[C:9]=2[CH:10]=1.[N:27]1[CH:32]=[CH:31][CH:30]=[C:29](B(O)O)[CH:28]=1.C(=O)(O)[O-].[Na+]>COCCOC.O.C1C=CC(P(C2C=CC=CC=2)[C-]2C=CC=C2)=CC=1.C1C=CC(P(C2C=CC=CC=2)[C-]2C=CC=C2)=CC=1.Cl[Pd]Cl.[Fe+2].C(Cl)Cl>[CH3:24][C:23]1[CH:22]=[C:21]([CH3:25])[NH:20][C:19](=[O:26])[C:18]=1[CH2:17][NH:16][C:14]([C:4]1[C:5]2[CH:6]=[N:7][N:8]([CH:11]([CH3:13])[CH3:12])[C:9]=2[CH:10]=[C:2]([C:29]2[CH:28]=[N:27][CH:32]=[CH:31][CH:30]=2)[CH:3]=1)=[O:15] |f:2.3,4.5,6.7.8.9.10|. Reported procedure: In a 25 mL sealable tube under nitrogen were combined 6-bromo-N-[(4,6-dimethyl-2-oxo-1,2-dihydro-3-pyridinyl)methyl]-1-(1-methylethyl)-1H-indazole-4-carboxamide (120 mg, 0.29 mmol) and 3-pyridinylboronic acid (53 mg, 0.43 mmol) in DME/water (3 mL: 1 mL). PdCl2(dppf)-CH2Cl2 (11.7 mg, 0.014 mmol) was added and the resulting mixture was degassed with nitrogen for 10 min. Sodium bicarbonate (72.5 mg, 0.86 mmol) was added and the insoluble mixture was heated in a microwave at 120° C. for 20 min. It w... Starting materials: CSC(=N)N[N+](=O)[O-], CCO, CCOC(C)=O, NCCNCC1CCCO1. Product: O=[N+]([O-])N=C1NCCN1CC1CCCO1. Reaction SMILES: [CH3:11][S:12][C:13]([NH:14][N+:15](=[O:16])[O-:17])=[NH:18].[CH3:19][CH2:20][OH:21].[CH3:22][CH2:23][O:24][C:25](=[O:26])[CH3:27].[O:1]1[CH:2]([CH2:6][NH:7][CH2:8][CH2:9][NH2:10])[CH2:3][CH2:4][CH2:5]1>>[O:1]1[CH:2]([CH2:6][N:7]2[CH2:8][CH2:9][NH:10][C:13]2=[N:14][N+:15](=[O:16])[O-:17])[CH2:3][CH2:4][CH2:5]1.